This data is from the Open Reaction Database (ORD), a public repository of structured organic reaction records. The task is: describe an organic reaction: reactants, conditions, products, and yield Reactants: CC1=CC=C(C=C1)C(CC(C(F)(F)F)=O)=O (1-(4-methyl-phenyl)-4,4,4-trifluoro-butane-1,3-dione), 4-methyl-acetophenone, NC=1N=CNC1C#N (4-amino-5-cyano-1H-imidazole). Product: CC1=CC=C(C=C1)C1=NC=2N(C(=C1)C(F)(F)F)C=NC2C#N (2-(4-Methyl-phenyl)-4-trifluoromethyl-imidazo[1,5-a]pyrimidine-8-carbonitrile). The yield is 44.0%. Reaction SMILES: [CH3:1][C:2]1[CH:7]=[CH:6][C:5]([C:8](=O)[CH2:9][C:10](=O)[C:11]([F:14])([F:13])[F:12])=[CH:4][CH:3]=1.[NH2:17][C:18]1[N:19]=[CH:20][NH:21][C:22]=1[C:23]#[N:24]>>[CH3:1][C:2]1[CH:7]=[CH:6][C:5]([C:8]2[CH:9]=[C:10]([C:11]([F:14])([F:13])[F:12])[N:19]3[CH:20]=[N:21][C:22]([C:23]#[N:24])=[C:18]3[N:17]=2)=[CH:4][CH:3]=1. Reported procedure: Reaction of 1-(4-methyl-phenyl)-4,4,4-trifluoro-butane-1,3-dione (230 mg, 1.0 mmol), prepared from commercially available 4-methyl-acetophenone according to general procedure A, and 4-amino-5-cyano-1H-imidazole (108 mg, 1.0 mmol) according to general procedure B yielded the title compound as a yellow solid (133 mg, 44%). MS (ISP) 303.1 [(M+H)+]; mp 197° C. Starting materials: Cc1ccccc1, [Cl-], [Cl-], [Cl-], [Cl-], [Cl-], [Cl-], O=P(Cl)(Cl)Cl, Cc1ccc(P)cc1, Pc1ccccc1, Pc1ccc2ccccc2c1, c1ccccc1. Yields the product O=P(Cl)(Cl)Cl, c1ccc2ccccc2c1. RXN SMILES: [CH3:38][c:39]1[cH:40][cH:41][cH:42][cH:43][cH:44]1.[Cl-:10].[Cl-:11].[Cl-:1].[Cl-:25].[Cl-:26].[Cl-:2].[P:20](=[O:21])([Cl:22])([Cl:23])[Cl:24].[c:12]1([CH3:13])[cH:14][cH:15][c:16]([PH2:17])[cH:18][cH:19]1.[c:3]1([PH2:4])[cH:5][cH:6][cH:7][cH:8][cH:9]1.[cH:27]1[c:28]([PH2:37])[cH:29][cH:30][c:31]2[cH:32][cH:33][cH:34][cH:35][c:36]12.[cH:45]1[cH:46][cH:47][cH:48][cH:49][cH:50]1>>[P:20](=[O:21])([Cl:22])([Cl:23])[Cl:24].[cH:27]1[cH:28][cH:29][cH:30][c:31]2[cH:32][cH:33][cH:34][cH:35][c:36]12.